Task: describe an organic reaction: reactants, conditions, products, and yield. Dataset: the Open Reaction Database (ORD), a public repository of structured organic reaction records The reactants are Br, Br, CCC(C)(C)c1ccccc1, [Fe], [Na+], O=S([O-])O. The product is CCC(C)(C)c1ccc(Br)cc1. RXN SMILES: [Br:13].[BrH:1].[C:2]([CH3:3])([CH3:4])([CH2:5][CH3:6])[c:7]1[cH:8][cH:9][cH:10][cH:11][cH:12]1.[Fe:19].[Na+:18].[S:14](=[O:15])([OH:16])[O-:17]>>[Br:1][c:10]1[cH:9][cH:8][c:7]([C:2]([CH3:3])([CH3:4])[CH2:5][CH3:6])[cH:12][cH:11]1. Reactants: BrC=1C=C(C=CC1F)C1=NOC=C1CCC(=O)OC (methyl 3-[3-(3-bromo-4-fluorophenyl)-4-isoxazolyl]propionate), [H-].C(C(C)C)[Al+]CC(C)C (diisobutylaluminum hydride), Cl (hydrochloric acid). The solvent is O1CCCC1 (tetrahydrofuran). Run at time 1 hour. Yields the product BrC=1C=C(C=CC1F)C1=NOC=C1CCCO (3-[3-(3-bromo-4-fluorophenyl)-4-isoxazolyl]propan-1-ol). Yield: 97.0%. RXN SMILES: [Br:1][C:2]1[CH:3]=[C:4]([C:9]2[C:13]([CH2:14][CH2:15][C:16](OC)=[O:17])=[CH:12][O:11][N:10]=2)[CH:5]=[CH:6][C:7]=1[F:8].[H-].C([Al+]CC(C)C)C(C)C.Cl>O1CCCC1>[Br:1][C:2]1[CH:3]=[C:4]([C:9]2[C:13]([CH2:14][CH2:15][CH2:16][OH:17])=[CH:12][O:11][N:10]=2)[CH:5]=[CH:6][C:7]=1[F:8] |f:1.2|. Procedure details: To a solution of methyl 3-[3-(3-bromo-4-fluorophenyl)-4-isoxazolyl]propionate (1.68 g) in tetrahydrofuran (20 ml) was gently added diisobutylaluminum hydride (1.0 M hexane solution, 15 ml) at 0° C., and the mixture was stirred at room temperature for 1 hr. The reaction mixture was poured into dilute hydrochloric acid, and the mixture was extracted with ethyl acetate. The ethyl acetate layer was washed with saturated brine, dried (MgSO4) and concentrated. The residue was subjected to silica gel c... The reactants are COc1ccc(C=Cc2cc(OC)c(OC)c(OC)c2)cc1[N+](=O)[O-], CC#N, O=C[O-], O=[N+]([O-])c1ccccc1C=Cc1ccccc1, N, [NH4+]. Yields the product COc1ccc(C=Cc2cc(OC)c(OC)c(OC)c2)cc1N. RXN SMILES: [CH3:1][O:2][c:3]1[cH:4][c:5]([CH:13]=[CH:14][c:15]2[cH:16][c:17]([N+:23]([O-:24])=[O:25])[c:18]([O:21][CH3:22])[cH:19][cH:20]2)[cH:6][c:7]([O:11][CH3:12])[c:8]1[O:9][CH3:10].[CH3:48][C:49]#[N:50].[CH:26]([O-:27])=[O:28].[N+:30]([c:31]1[cH:32][cH:33][cH:34][cH:35][c:36]1[CH:37]=[CH:38][c:39]1[cH:40][cH:41][cH:42][cH:43][cH:44]1)([O-:45])=[O:46].[NH3:47].[NH4+:29]>>[CH3:1][O:2][c:3]1[cH:4][c:5]([CH:13]=[CH:14][c:15]2[cH:16][c:17]([NH2:23])[c:18]([O:21][CH3:22])[cH:19][cH:20]2)[cH:6][c:7]([O:11][CH3:12])[c:8]1[O:9][CH3:10]. Starting materials: O=C([O-])[O-], N#Cc1cccc(F)c1, [K+], [K+], CN(C)C=O, c1ccc(-c2nc[nH]n2)nc1. Yields the product N#Cc1cccc(-n2cnc(-c3ccccn3)n2)c1. RXN SMILES: [C:12](=[O:13])([O-:14])[O-:15].[F:18][c:19]1[cH:20][c:21]([C:22]#[N:23])[cH:24][cH:25][cH:26]1.[K+:16].[K+:17].[O:27]=[CH:28][N:29]([CH3:30])[CH3:31].[nH:1]1[n:2][c:3](-[c:6]2[n:7][cH:8][cH:9][cH:10][cH:11]2)[n:4][cH:5]1>>[n:1]1(-[c:19]2[cH:20][c:21]([C:22]#[N:23])[cH:24][cH:25][cH:26]2)[n:2][c:3](-[c:6]2[n:7][cH:8][cH:9][cH:10][cH:11]2)[n:4][cH:5]1. Reactants: [N+](=O)([O-])C=1C=C(C=C(C1)[N+](=O)[O-])I (3,5-dinitroiodobenzene), stannous chloride, [OH-].[Na+] (sodium hydroxide). Run in C(C)O (ethanol). Conditions: temperature 70 celsius, time 30 minute. Product: IC=1C=C(C=C(C1)N)N (5-iodo-1,3-phenylenediamine). RXN SMILES: [N+:1]([C:4]1[CH:5]=[C:6]([I:13])[CH:7]=[C:8]([N+:10]([O-])=O)[CH:9]=1)([O-])=O.[OH-].[Na+]>C(O)C>[I:13][C:6]1[CH:5]=[C:4]([NH2:1])[CH:9]=[C:8]([NH2:10])[CH:7]=1 |f:1.2|. Reported procedure: Chart A, Step A-1. To a stirred solution of 3,5-dinitroiodobenzene (6.65 g, 22.6 mmol, starting material in CHART A) in ethanol (94 mL) is added stannous chloride (51.0 g, 226 mmol). The reaction mixture is heated at 70° C. for 1 hour. The reaction mixture is cooled and poured onto ice (300 cc) and the pH is adjusted to 8 with 10% aqueous sodium hydroxide. A thick white precipitate forms and the reaction mixture is filtered through a pad of celite. The filter cake is first washed with ethyl acet... Reactants: C=C1CC(=O)O1 (Diketene), O(C1=CC=CC=C1)CCO (2-phenoxyethanol). Procedure details: Diketene (84 g) was added dropwise with stirring to 140 g of 2-phenoxyethanol heated at 100° C. After the addition was completed, the reaction mixture was refluxed for an additional 22 hours. The reaction mixture was fractionally distilled to obtain 90.6 g of 2-phenoxyethyl acetoacetate, BP 140°-145° C./0.3 mm. Yields the product C(CC(=O)C)(=O)OCCOC1=CC=CC=C1 (2-phenoxyethyl acetoacetate). Run at temperature 100 celsius. Reaction SMILES: [CH2:1]=[C:2]1[O:6][C:4](=[O:5])[CH2:3]1.[O:7]([CH2:14][CH2:15][OH:16])[C:8]1[CH:13]=[CH:12][CH:11]=[CH:10][CH:9]=1>>[C:4]([O:16][CH2:15][CH2:14][O:7][C:8]1[CH:13]=[CH:12][CH:11]=[CH:10][CH:9]=1)(=[O:5])[CH2:3][C:2]([CH3:1])=[O:6]. Isolated yield 40.8%. Reaction SMILES: [C:24]([CH2:25][CH2:26][CH2:27][CH2:28][CH2:29][CH3:30])(=[O:31])[Cl:32].[CH3:42][C:43]#[N:44].[CH:33]([N:34]([CH2:35][CH3:36])[CH:37]([CH3:38])[CH3:39])([CH3:40])[CH3:41].[ClH:1].[NH2:2][CH2:3][c:4]1[c:5]2[c:6](=[O:23])[n:7]([CH:15]3[C:16](=[O:22])[NH:17][C:18](=[O:21])[CH2:19][CH2:20]3)[c:8]([CH3:14])[n:9][c:10]2[cH:11][cH:12][cH:13]1>>[NH:2]([CH2:3][c:4]1[c:5]2[c:6](=[O:23])[n:7]([CH:15]3[C:16](=[O:22])[NH:17][C:18](=[O:21])[CH2:19][CH2:20]3)[c:8]([CH3:14])[n:9][c:10]2[cH:11][cH:12][cH:13]1)[C:24]([CH2:25][CH2:26][CH2:27][CH2:28][CH2:29][CH3:30])=[O:31]. Product: CCCCCCC(=O)NCc1cccc2nc(C)n(C3CCC(=O)NC3=O)c(=O)c12. Reactants: CCCCCCC(=O)Cl, CC#N, CCN(C(C)C)C(C)C, Cl, Cc1nc2cccc(CN)c2c(=O)n1C1CCC(=O)NC1=O.